Dataset: the Open Reaction Database (ORD), a public repository of structured organic reaction records. Task: describe an organic reaction: reactants, conditions, products, and yield Reactants: C1(=CC=CC=C1)P(C1=CC=CC=C1)C1=CC=CC=C1 (triphenylphosphine), C(Br)(Br)(Br)Br (carbon tetrabromide), CCOC(=O)C.CCCCCC (EtOAc hexane), C(=O)(O)C(OC1=CC=C(C=C1)CN1C(NC2=C1C=CC=C2)=O)C2=CC1=C(C=C2)OCO1 (1-[4-(1-Carboxy-1-(3,4-methylenedioxyphenyl)methoxy)phenylmethyl]-2-benzimidazolinone), C1(=CC=CC=C1)P(C1=CC=CC=C1)C1=CC=CC=C1 (triphenylphosphine), C(Br)(Br)(Br)Br (carbon tetrabromide). The solvent is ClCCl (dichloromethane). Run at time 2.5 hour. The product is BrCC1=CC=C(OC(C(=O)OCC)C2=CC3=C(C=C2)OCO3)C=C1 (ethyl 2-(4-bromomethylphenoxy)-2-(3,4-methylenedioxyphenyl)acetate). The yield is 109.4%. Reaction SMILES: [C:1]([CH:4]([C:23]1[CH:28]=[CH:27][C:26]2[O:29][CH2:30][O:31][C:25]=2[CH:24]=1)[O:5][C:6]1[CH:11]=[CH:10][C:9]([CH2:12]N2C3C=CC=CC=3NC2=O)=[CH:8][CH:7]=1)([OH:3])=[O:2].C1(P([C:45]2[CH:50]=CC=CC=2)C2C=CC=CC=2)C=CC=CC=1.C(Br)(Br)(Br)[Br:52].CCOC(C)=O.CCCCCC>ClCCl>[Br:52][CH2:12][C:9]1[CH:10]=[CH:11][C:6]([O:5][CH:4]([C:23]2[CH:28]=[CH:27][C:26]3[O:29][CH2:30][O:31][C:25]=3[CH:24]=2)[C:1]([O:3][CH2:50][CH3:45])=[O:2])=[CH:7][CH:8]=1 |f:3.4|. Reported procedure: To a cooled (0°-5° C.), magnetically stirred solution of 0.238 g (0.63 mmol) of the product of step A and 0.197 g (0.75 mmol) of triphenylphosphine dissolved in 3 mL of dichloromethane was added 0.287 g (0.75 mmol) of carbon tetrabromide in several portions. After the addition was complete, the reaction was allowed to warm to room temperature and was stirred 2.5 hours. At this point TLC analysis (50% EtOAc-hexane) indicated that starting material remained, therefore an additional 0.030 g of trip... The reactants are O=C([O-])[O-], CO, [Cs+], [Cs+], Cc1ccc(S(=O)(=O)n2ccc3c(CN4C(=O)CCCC45CCN(c4cnc6ccccc6n4)CC5)cccc32)cc1. Yields the product O=C1CCCC2(CCN(c3cnc4ccccc4n3)CC2)N1Cc1cccc2[nH]ccc12. Reaction SMILES: [C:1](=[O:2])([O-:3])[O-:4].[CH3:49][OH:50].[Cs+:5].[Cs+:6].[n:7]1[c:8]([N:17]2[CH2:18][CH2:19][C:20]3([CH2:21][CH2:22][CH2:23][C:24](=[O:46])[N:25]3[CH2:26][c:27]3[c:28]4[cH:29][cH:30][n:31]([S:36]([c:37]5[cH:38][cH:39][c:40]([CH3:41])[cH:42][cH:43]5)(=[O:44])=[O:45])[c:32]4[cH:33][cH:34][cH:35]3)[CH2:47][CH2:48]2)[cH:9][n:10][c:11]2[cH:12][cH:13][cH:14][cH:15][c:16]12>>[n:7]1[c:8]([N:17]2[CH2:18][CH2:19][C:20]3([CH2:21][CH2:22][CH2:23][C:24](=[O:46])[N:25]3[CH2:26][c:27]3[c:28]4[cH:29][cH:30][nH:31][c:32]4[cH:33][cH:34][cH:35]3)[CH2:47][CH2:48]2)[cH:9][n:10][c:11]2[cH:12][cH:13][cH:14][cH:15][c:16]12.